From a dataset of the Open Reaction Database (ORD), a public repository of structured organic reaction records. describe an organic reaction: reactants, conditions, products, and yield As a reaction SMILES: [C:23](=[O:24])([OH:25])[O-:26].[Cl:29][CH2:30][Cl:31].[F:1][c:2]1[cH:3][c:4](-[c:8]2[o:9][c:10]3[c:11]([n:12]2)[cH:13][c:14]([CH2:17][OH:18])[cH:15][cH:16]3)[cH:5][cH:6][cH:7]1.[Na+:27].[OH2:28].[S:19]([Cl:20])([Cl:21])=[O:22]>>[F:1][c:2]1[cH:3][c:4](-[c:8]2[o:9][c:10]3[c:11]([n:12]2)[cH:13][c:14]([CH2:17][Cl:21])[cH:15][cH:16]3)[cH:5][cH:6][cH:7]1. Yields the product Fc1cccc(-c2nc3cc(CCl)ccc3o2)c1. The reactants are O=C([O-])O, ClCCl, OCc1ccc2oc(-c3cccc(F)c3)nc2c1, [Na+], O, O=S(Cl)Cl. Starting materials: CS(=O)(=O)OC1CN(C1)C(C1=CC=CC=C1)C1=CC=CC=C1 (1-benzhydrylazetidin-3-yl methanesulfonate), S1C(=CC=C1)CCO (thiophene ethanol). Product: C(C1=CC=CC=C1)(C1=CC=CC=C1)N1CC(C1)OCCC=1SC=CC1 (1-Benzhydryl-3-(2-(thiophen-2-yl)ethoxy)azetidine), solid. Yield: 59.0%. As a reaction SMILES: CS([O:5][CH:6]1[CH2:9][N:8]([CH:10]([C:17]2[CH:22]=[CH:21][CH:20]=[CH:19][CH:18]=2)[C:11]2[CH:16]=[CH:15][CH:14]=[CH:13][CH:12]=2)[CH2:7]1)(=O)=O.[S:23]1[CH:27]=[CH:26][CH:25]=[C:24]1[CH2:28][CH2:29]O>>[CH:10]([N:8]1[CH2:9][CH:6]([O:5][CH2:29][CH2:28][C:24]2[S:23][CH:27]=[CH:26][CH:25]=2)[CH2:7]1)([C:11]1[CH:16]=[CH:15][CH:14]=[CH:13][CH:12]=1)[C:17]1[CH:18]=[CH:19][CH:20]=[CH:21][CH:22]=1. Reported procedure: A solution of 1-benzhydrylazetidin-3-yl methanesulfonate (324 mg, 1.0 mmol) in thiophene ethanol (2.3 mL, 20.4 mmol) was stirred under microwave irradiations (100 W) at 110° C. for 30 minutes. The reaction mixture was then partitioned between dichloromethane (20 mL) and a solution of sodium hydroxyde (1N, 10 mL). The aqueous layer was separated and extracted with dichloromethane (2×10 mL). The combined organic phases were dried over sodium sulfate, filtered and concentrated to dryness. The resid...